This data is from the Open Reaction Database (ORD), a public repository of structured organic reaction records. The task is: describe an organic reaction: reactants, conditions, products, and yield Reactants: C(C)(C)(C)OC(C1=CC=C(C=C1)C#N)=O (4-cyanobenzoic acid t-butyl ester), Cl.NO (hydroxylamine hydrochloride), C(O)([O-])=O.[Na+] (sodium hydrogencarbonate). Run in C(C)(C)(C)O (t-butanol), O (water), O (water). Run at temperature 80 celsius, time 2 hour. Product: C(C)(C)(C)OC(C1=CC=C(C=C1)C=NON)=O (4-(Amino-hydroxyimino)methylbenzoic acid t-butyl ester). Yield: 88.2%. As a reaction SMILES: [C:1]([O:5][C:6](=[O:15])[C:7]1[CH:12]=[CH:11][C:10]([C:13]#[N:14])=[CH:9][CH:8]=1)([CH3:4])([CH3:3])[CH3:2].Cl.[NH2:17][OH:18].C(=O)([O-])O.[Na+]>C(O)(C)(C)C.O>[C:1]([O:5][C:6](=[O:15])[C:7]1[CH:8]=[CH:9][C:10]([CH:13]=[N:14][O:18][NH2:17])=[CH:11][CH:12]=1)([CH3:4])([CH3:2])[CH3:3] |f:1.2,3.4|. Procedure details: In a mixture of 21.2 ml of t-butanol and 2.1 ml of water were dissolved 4.3 g of 4-cyanobenzoic acid t-butyl ester, 1.84 g of hydroxylamine hydrochloride and 2.31 g of sodium hydrogencarbonate. The solution was stirred for 2 hours at 80° C. To the reaction mixture was added water, and the mixture was subjected to extraction with ethyl acetate. The organic layer was concentrated under reduced pressure. The concentrate was purified by means of a silica gel column chromatography (hexane/ethyl aceta...